Dataset: the Open Reaction Database (ORD), a public repository of structured organic reaction records. Task: describe an organic reaction: reactants, conditions, products, and yield Starting materials: CCO, NN, O, O=C1c2ccccc2C(=O)N1CCCSc1ccc(O)cc1. Yields the product NCCCSc1ccc(O)cc1. As a reaction SMILES: [CH3:26][CH2:27][OH:28].[NH2:24][NH2:25].[OH2:23].[OH:1][c:2]1[cH:3][cH:4][c:5]([S:8][CH2:9][CH2:10][CH2:11][N:12]2[C:13](=[O:14])[c:15]3[c:16]([cH:17][cH:18][cH:19][cH:20]3)[C:21]2=[O:22])[cH:6][cH:7]1>>[OH:1][c:2]1[cH:3][cH:4][c:5]([S:8][CH2:9][CH2:10][CH2:11][NH2:12])[cH:6][cH:7]1.